Dataset: the Open Reaction Database (ORD), a public repository of structured organic reaction records. Task: describe an organic reaction: reactants, conditions, products, and yield The reactants are C1(C(CCCC1)=O)=O (1,2-cyclohexanedione), Cl.N[C@@H](CC1=CC=CC=C1)C(=O)N (phenylalanineamide hydrochloride), [OH-].[Na+] (NaOH). The solvent is CO (methanol), CO (methanol). Run at temperature -30 celsius, time 30 minute. The product is OC1=NC=2CCCCC2N=C1CC1=CC=CC=C1 (2-hydroxy-3-benzyl-5,6,7,8-tetrahydroquinoxaline). The yield is 82.0%. As a reaction SMILES: [C:1]1(=O)[CH2:6][CH2:5][CH2:4][CH2:3][C:2]1=O.Cl.[NH2:10][C@H:11]([C:19]([NH2:21])=[O:20])[CH2:12][C:13]1[CH:18]=[CH:17][CH:16]=[CH:15][CH:14]=1.[OH-].[Na+]>CO>[OH:20][C:19]1[C:11]([CH2:12][C:13]2[CH:18]=[CH:17][CH:16]=[CH:15][CH:14]=2)=[N:10][C:1]2[CH2:6][CH2:5][CH2:4][CH2:3][C:2]=2[N:21]=1 |f:1.2,3.4|. Procedure: A methanol (30 ml) solution of 1,2-cyclohexanedione (13.44 g, 0.12M) was added to phenylalanineamide hydrochloride (20.05 g, 0.1M) dissolved in methanol (200 ml) under cooling below -30° C., and aqueous 12.5N NaOH (20 ml) was added dropwise thereto. The reaction mixture was stirred under -30° C. for 30 mins., whereafter cooling was removed and the mixture was stirred at room temperature for 3 hours. Conc. hydrochloric acid (25 ml) was added to the reaction mixture under ice-cooling, and sodium b...